This data is from the Open Reaction Database (ORD), a public repository of structured organic reaction records. The task is: describe an organic reaction: reactants, conditions, products, and yield The reactants are FC(C=1C=C(C=CC1)NC(=O)C=1C=C2C(=NN=C(C2=CC1)N(C)C)I)(F)F (1-dimethylamino-4-iodo-phthalazine-6-carboxylic acid (3-trifluoromethyl-phenyl)-amide), C(#N)[Cu] (CuCN). The solvent is N1=CC=CC=C1 (pyridine). Run at temperature 85 celsius. Yields the product Hexanes EtOAc, FC(C=1C=C(C=CC1)NC(=O)C=1C=C2C(=NN=C(C2=CC1)N(C)C)C#N)(F)F (4-Cyano-1-dimethylamino-phthalazine-6-carboxylic acid (3-trifluoromethyl-phenyl)-amide). Yield: 44.3%. As a reaction SMILES: [F:1][C:2]([F:27])([F:26])[C:3]1[CH:4]=[C:5]([NH:9][C:10]([C:12]2[CH:13]=[C:14]3[C:19](=[CH:20][CH:21]=2)[C:18]([N:22]([CH3:24])[CH3:23])=[N:17][N:16]=[C:15]3I)=[O:11])[CH:6]=[CH:7][CH:8]=1.[C:28]([Cu])#[N:29]>N1C=CC=CC=1>[F:1][C:2]([F:27])([F:26])[C:3]1[CH:4]=[C:5]([NH:9][C:10]([C:12]2[CH:13]=[C:14]3[C:19](=[CH:20][CH:21]=2)[C:18]([N:22]([CH3:24])[CH3:23])=[N:17][N:16]=[C:15]3[C:28]#[N:29])=[O:11])[CH:6]=[CH:7][CH:8]=1. Procedure details: A mixture of 1-dimethylamino-4-iodo-phthalazine-6-carboxylic acid (3-trifluoromethyl-phenyl)-amide (40 mg, 0.082 mmol), pyridine (3 mL) and CuCN (22 mg, 0.247 mmol) was heated to 85° C. for 2 h and concentrated. Column chromatography (Hexanes/EtOAc) afforded the desired compound (14 mg, 44.2%) as a yellow solid. 1H-NMR (CDCl3) δ: 3.45 (s, 6H), 7.40-7.44 (m, 1H), 7.49 (t, 1H), 8.01 (d, 1H), 8.12 (s, 1H), 8.23 (d, 1H), 8.31 (s, 1H), 8.38 (d, 1H), 9.13 (s, 1H). m/z (M+1) 386.20. As a reaction SMILES: [CH2:1]([O:8][C:9]([N:11]1[CH2:16][CH2:15][CH:14]([O:17][CH2:18][C:19]([O:21]CC)=O)[CH2:13][CH2:12]1)=[O:10])[C:2]1[CH:7]=[CH:6][CH:5]=[CH:4][CH:3]=1.[CH3:24][O:25][CH2:26][CH2:27][NH2:28]>>[CH3:24][O:25][CH2:26][CH2:27][NH:28][C:19](=[O:21])[CH2:18][O:17][CH:14]1[CH2:13][CH2:12][N:11]([C:9]([O:8][CH2:1][C:2]2[CH:3]=[CH:4][CH:5]=[CH:6][CH:7]=2)=[O:10])[CH2:16][CH2:15]1. Reported procedure: A mixture of ethyl 1-benzyloxycarbonylpiperidine-4-oxyacetate (2.4 g) and 2-methoxyethylamine (5 ml) was heated on a steam bath for 6 hours. The amine was evaporated under reduced pressure and the residue was dissolved in ethyl acetate (10 ml), washed sequentially with dilute citric acid solution (5 ml), water (5 ml) and saturated aqueous sodium chloride (5 ml), dried (MgSO4) and concentrated. The residual oil was purified by flash column chromatography, eluting with hexane/ethyl acetate (1:3) t... Yields the product COCCNC(COC1CCN(CC1)C(=O)OCC1=CC=CC=C1)=O (N-2-methoxyethyl-1-benzyloxycarbonylpiperidine-4-oxyacetamide). The reactants are C(C1=CC=CC=C1)OC(=O)N1CCC(CC1)OCC(=O)OCC (ethyl 1-benzyloxycarbonylpiperidine-4-oxyacetate), COCCN (2-methoxyethylamine). Reactants: OCCBr, O=C([O-])[O-], CCOC(=O)N1c2ccc(OC)nc2C(Nc2ncc(O)c(Cc3cc(C(F)(F)F)cc(C(F)(F)F)c3)n2)CC1CC, CN(C)C=O, [K+], [K+], O=C(O)CC(O)(CC(=O)O)C(=O)O. Product: CCOC(=O)N1c2ccc(OC)nc2C(Nc2ncc(OCCO)c(Cc3cc(C(F)(F)F)cc(C(F)(F)F)c3)n2)CC1CC. Reaction SMILES: [Br:49][CH2:50][CH2:51][OH:52].[C:43](=[O:44])([O-:45])[O-:46].[CH2:1]([CH3:2])[O:3][C:4](=[O:5])[N:6]1[CH:7]([CH2:41][CH3:42])[CH2:8][CH:9]([NH:18][c:19]2[n:20][cH:21][c:22]([OH:40])[c:23]([CH2:25][c:26]3[cH:27][c:28]([C:36]([F:37])([F:38])[F:39])[cH:29][c:30]([C:32]([F:33])([F:34])[F:35])[cH:31]3)[n:24]2)[c:10]2[n:11][c:12]([O:16][CH3:17])[cH:13][cH:14][c:15]21.[CH3:66][N:67]([CH3:68])[CH:69]=[O:70].[K+:47].[K+:48].[OH:53][C:54]([CH2:55][C:56]([C:57](=[O:58])[OH:59])([CH2:60][C:61](=[O:62])[OH:63])[OH:64])=[O:65]>>[CH2:1]([CH3:2])[O:3][C:4](=[O:5])[N:6]1[CH:7]([CH2:41][CH3:42])[CH2:8][CH:9]([NH:18][c:19]2[n:20][cH:21][c:22]([O:40][CH2:50][CH2:51][OH:52])[c:23]([CH2:25][c:26]3[cH:27][c:28]([C:36]([F:37])([F:38])[F:39])[cH:29][c:30]([C:32]([F:33])([F:34])[F:35])[cH:31]3)[n:24]2)[c:10]2[n:11][c:12]([O:16][CH3:17])[cH:13][cH:14][c:15]21. Starting materials: C(C)(C)(C)OC(=O)N1C(C2(C(N(C(CC2C2=CC(=CC=C2)Cl)=O)CC(=O)OC)C2=C(C=CC=C2)C)C2=CC=C(C=C12)Cl)=O (6-chloro-4′-(3-chlorophenyl)-2,3-dihydro-1′-[(methoxycarbonyl)-methyl]-2′-(2-methylphenyl)-2,6′-dioxospiro[indole-3,3′-piperidine]-1-carboxylic acid tert-butyl ester), FC(C(=O)O)(F)F (trifluoroacetic acid). Run in ClCCl (dichlormethane). The product is ClC1=CC=C2C(=C1)NC(C21C(N(C(CC1C1=CC(=CC=C1)Cl)=O)CC(=O)OC)C1=C(C=CC=C1)C)=O (racemic (2′R,3R,4′S)-6-chloro-4′-(3-chlorophenyl)-1′-[(methoxycarbonyl)-methyl]-2′-(2-methylphenyl)spiro[3H-indole-3,3′-piperidine]-2,6′(1H)-dione). Isolated yield 68.0%. Reaction SMILES: C(OC([N:8]1[C:41]2[C:36](=[CH:37][CH:38]=[C:39]([Cl:42])[CH:40]=2)[C:10]2([CH:15]([C:16]3[CH:21]=[CH:20][CH:19]=[C:18]([Cl:22])[CH:17]=3)[CH2:14][C:13](=[O:23])[N:12]([CH2:24][C:25]([O:27][CH3:28])=[O:26])[CH:11]2[C:29]2[CH:34]=[CH:33][CH:32]=[CH:31][C:30]=2[CH3:35])[C:9]1=[O:43])=O)(C)(C)C.FC(F)(F)C(O)=O>ClCCl>[Cl:42][C:39]1[CH:40]=[C:41]2[NH:8][C:9](=[O:43])[C:10]3([CH:15]([C:16]4[CH:21]=[CH:20][CH:19]=[C:18]([Cl:22])[CH:17]=4)[CH2:14][C:13](=[O:23])[N:12]([CH2:24][C:25]([O:27][CH3:28])=[O:26])[CH:11]3[C:29]3[CH:34]=[CH:33][CH:32]=[CH:31][C:30]=3[CH3:35])[C:36]2=[CH:37][CH:38]=1. Procedure details: In a manner similar to the method described in example 24d, racemic 2′R,3R,4′S)-6-chloro-4′-(3-chlorophenyl)-2,3-dihydro-1′-[(methoxycarbonyl)-methyl]-2′-(2-methylphenyl)-2,6′-dioxospiro[indole-3,3′-piperidine]-1-carboxylic acid tert-butyl ester (0.37 g, 0.59 mmol) prepared in example 29a was reacted with trifluoroacetic acid (20 mL) in dichlormethane to give racemic (2′R,3R,4′S)-6-chloro-4′-(3-chlorophenyl)-1′-[(methoxycarbonyl)-methyl]-2′-(2-methylphenyl)spiro[3H-indole-3,3′-piperidine]-2,6′(1... Reactants: CCCCCCCCCCO, CC(O)CC(=O)O, O=S(=O)(O)O. Product: CCCCCCCCCCOC(=O)CC(C)O. As a reaction SMILES: [CH2:8]([CH2:9][CH2:10][CH2:11][CH2:12][CH2:13][CH2:14][CH2:15][CH2:16][CH3:17])[OH:18].[CH3:1][CH:2]([OH:3])[CH2:4][C:5]([OH:6])=[O:7].[S:19](=[O:20])(=[O:21])([OH:22])[OH:23]>>[CH3:1][CH:2]([OH:3])[CH2:4][C:5]([O:6][CH2:8][CH2:9][CH2:10][CH2:11][CH2:12][CH2:13][CH2:14][CH2:15][CH2:16][CH3:17])=[O:7]. Reactants: O (water), BrC(C(=O)OCC)(C)C (Ethyl 2-bromo-2-methyl-propanoate), ClC1=CC=C(C=C1)O (p-chlorophenol), C([O-])([O-])=O.[K+].[K+] (potassium carbonate). Run in CC(=O)C (acetone). Conditions: time 30 minute. Product: CCOC(=O)C(C)(C)OC=1C=CC(=CC1)Cl (Clofibrate). RXN SMILES: Br[C:2]([CH3:9])([CH3:8])[C:3]([O:5][CH2:6][CH3:7])=[O:4].[Cl:10][C:11]1[CH:16]=[CH:15][C:14]([OH:17])=[CH:13][CH:12]=1.C(=O)([O-])[O-].[K+].[K+].O>CC(C)=O>[CH3:7][CH2:6][O:5][C:3]([C:2]([O:17][C:14]1[CH:13]=[CH:12][C:11]([Cl:10])=[CH:16][CH:15]=1)([CH3:9])[CH3:8])=[O:4] |f:2.3.4|. Procedure: Ethyl 2-bromo-2-methyl-propanoate and p-chlorophenol was dissolved in dry acetone and treated with potassium carbonate. After stirring at rt for 30 min., the mixture was refluxed for 16 h. The reaction mixture was poured into water and extracted with DCM. The organic layer was dried over MgSO4, filtered and concentrated. The residue was purified by flash chromatography (silica, hexanes:EtOAc, 9:1, 6:1 to 3:1) to give the desired product, which was used in the following step without further purif... Reactants: product, product, BrC=1C=C(C(=NC1)C(=O)O)C (5-bromo-3-methylpicolinic acid), S(O)(O)(=O)=O (sulfuric acid), C(C)O (ethanol), S(O)(O)(=O)=O (sulfuric acid). Reaction conditions: temperature 95 celsius, time 20 hour. Product: BrC=1C=C(C(=NC1)C(=O)OCC)C (ethyl 5-bromo-3-methylpicolinate). RXN SMILES: [Br:1][C:2]1[CH:3]=[C:4]([CH3:11])[C:5]([C:8]([OH:10])=[O:9])=[N:6][CH:7]=1.S(=O)(=O)(O)O.[CH2:17](O)[CH3:18]>>[Br:1][C:2]1[CH:3]=[C:4]([CH3:11])[C:5]([C:8]([O:10][CH2:17][CH3:18])=[O:9])=[N:6][CH:7]=1. Reported procedure: To a stirring solution of 5-bromo-3-methylpicolinic acid (10000 g, 1 equiv, 46.29 moles) in ethanol (50 L) at 0° C. was added sulfuric acid (2.52 L, 1 equiv, 46.29 moles) over 1 h. Following addition of sulfuric acid, the mixture was heated at 95° C. for 20 h. Reaction progress was monitored by using TLC and LCMS. After 20 hours, LCMS showed 12.61% unreacted SM, at RT-0.67 ((M−1)−215.92) and 86.95% product at RT-2.04 ((M+1)−244.2). The reaction mass heated for additional 6 h and LCMS analysis fo... The reactants are O (Water), C[C@@H](C=O)NC(OCC1=CC=CC=C1)=O (benzyl [(1S)-1-methyl-2-oxoethyl]carbamate), solution, C(C=C)[Mg]Br (allylmagnesium bromide). Solvent: O1CCCC1 (tetrahydrofuran), O1CCCC1 (tetrahydrofuran). Conditions: time 18 hour. The product is OC([C@H](C)NC(OCC1=CC=CC=C1)=O)CC=C (benzyl [(1S)-2-hydroxy-1-methylpent-4-en-1-yl]carbamate). Reaction SMILES: [CH3:1][C@H:2]([NH:5][C:6](=[O:15])[O:7][CH2:8][C:9]1[CH:14]=[CH:13][CH:12]=[CH:11][CH:10]=1)[CH:3]=[O:4].[CH2:16]([Mg]Br)[CH:17]=[CH2:18].O>O1CCCC1>[OH:4][CH:3]([CH2:18][CH:17]=[CH2:16])[C@@H:2]([NH:5][C:6](=[O:15])[O:7][CH2:8][C:9]1[CH:14]=[CH:13][CH:12]=[CH:11][CH:10]=1)[CH3:1]. Procedure: To a solution (30 mL) of benzyl [(1S)-1-methyl-2-oxoethyl]carbamate (3.0 g) in tetrahydrofuran was added 1.0 mol/L solution (28.8 mL) of allylmagnesium bromide in tetrahydrofuran under ice-cooling, and the mixture was stirred at room temperature for 18 hr. Water was added to the reaction mixture and the mixture was extracted with ethyl acetate. The extract was washed with saturated brine, dried over anhydrous sodium sulfate and concentrated under reduced pressure. The residue was purified by sil... Starting materials: CC1=CC2=CC=CC=CC2=C1 (2-methyl azulene), CN(C=O)C (DMF), O=P(Cl)(Cl)Cl (POCl3), CN(C=O)C (dimethylformamide). Product: CC1=C(C2=CC=CC=CC2=C1)C=O (2-Methylazulene-1-carbaldehyde). RXN SMILES: O=P(Cl)(Cl)Cl.[CH3:6][C:7]1[CH:16]=[C:15]2[C:9](=[CH:10][CH:11]=[CH:12][CH:13]=[CH:14]2)[CH:8]=1.CN(C)[CH:19]=[O:20]>>[CH3:6][C:7]1[CH:8]=[C:9]2[C:15](=[CH:14][CH:13]=[CH:12][CH:11]=[CH:10]2)[C:16]=1[CH:19]=[O:20]. Procedure details: POCl3 (3.86 mL, 42.2 mmol) was added slowly to a stirring dimethylformamide (DMF) solution at 0° C. The mixture was cooled for 1 h before a DMF solution of 2-methyl azulene (2.0 g, 14.1 mmol) was added drop-wise. The reaction was mixed for 2 h at 0° C., and then quenched with cold 10% NaOH. The organic layer was extracted into ethyl acetate after which the extracts were washed with water and brine, dried with MgSO4 and purified using flash chromatography (ethyl acetate and hexane). The purified ...